From a dataset of the Open Reaction Database (ORD), a public repository of structured organic reaction records. describe an organic reaction: reactants, conditions, products, and yield The reactants are ClC1=CC(=C(N)C(=C1)C)C (4-chloro-2,6-dimethylaniline), C(CC(=O)C)(=O)OC (methyl acetoacetate). Reagents/catalysts: O.C1(=CC=C(C=C1)S(=O)(=O)O)C (p-toluenesulfonic acid monohydrate). Run in C1(=CC=CC=C1)C (toluene). Conditions: time 4 hour. Product: ClC1=CC(=C(C(=C1)C)N\C(=C/C(=O)OC)\C)C (Methyl (2Z)-3-[(4-chloro-2,6-dimethylphenyl)amino]-2-butenoate). The yield is 63.1%. RXN SMILES: [Cl:1][C:2]1[CH:8]=[C:7]([CH3:9])[C:5]([NH2:6])=[C:4]([CH3:10])[CH:3]=1.[C:11]([O:17][CH3:18])(=[O:16])[CH2:12][C:13]([CH3:15])=O>C1(C)C=CC=CC=1.O.C1(C)C=CC(S(O)(=O)=O)=CC=1>[Cl:1][C:2]1[CH:8]=[C:7]([CH3:9])[C:5]([NH:6]/[C:13](/[CH3:15])=[CH:12]\[C:11]([O:17][CH3:18])=[O:16])=[C:4]([CH3:10])[CH:3]=1 |f:3.4|. Procedure details: To a suspended solution of 4-chloro-2,6-dimethylaniline (24.0 g) in toluene (300 mL) were added methyl acetoacetate (17.9 g) and p-toluenesulfonic acid monohydrate (293 mg) and the mixture was heated to reflux and stirred for 4 hours. The reaction mixture was concentrated. To the obtained residue was added diisopropyl ether and the insoluble matter which was precipitated was removed. The filtrate was concentrated. The obtained residue was purified by preparative medium pressure liquid chromatogr... Starting materials: C(C)OC(C(C(=O)O)CCCC)=O (2-butyl-propanedioic acid monoethyl ester), C(C)(C)O (isopropanol), solution, [BH4-].[Li+] (lithium borohydride). The solvent is O1CCCC1 (tetrahydrofuran). Conditions: temperature 16.5 celsius, time 3 hour. Yields the product C(CCC)C(C(=O)O)CO ((±)-2-butyl-3-hydroxypropionic acid). Isolated yield 543.8%. As a reaction SMILES: C([O:3][C:4](=[O:13])[CH:5]([CH2:9][CH2:10][CH2:11][CH3:12])[C:6](O)=[O:7])C.C(O)(C)C.[BH4-].[Li+]>O1CCCC1>[CH2:9]([CH:5]([CH2:6][OH:7])[C:4]([OH:13])=[O:3])[CH2:10][CH2:11][CH3:12] |f:2.3|. Procedure: A 12 L, 4-necked, round-bottomed flaks, equipped with a mechanical stirrer, digital thermometer, and nitrogen inlet-outlet is charged with 2-butyl-propanedioic acid monoethyl ester (3, 450.0 g, 2.39 mol) and isopropanol (4.5 L). The solution is cooled to an internal temperature at 15-18° C. and a 2 M solution of lithium borohydride (2.4 L, 4.8 mol) in tetrahydrofuran is added over a period of 1.5 hours while maintaining the internal temperature at 15-25° C. The stirring is continued for an addit... Starting materials: C(C)OC(=O)C(C(=O)OCC)=CNC=1C(=NC=CC1)OC (ethyl 2-ethoxycarbonyl-3-(2-methoxypyridin-3-yl)aminoacrylate), C(C)OC(=O)C(C(=O)OCC)=CNC=1C(=NC=CC1)OC (Ethyl 2-ethoxycarbonyl-3-(2-methoxypyridine-3-yl)aminoacrylate). Run in Petroleum ether, C1(=CC=CC=C1)OC1=CC=CC=C1 (diphenyl ether). Reaction conditions: temperature 60 celsius. The product is COC=1N=CC=C2C(C(=CNC12)C(=O)OCC)=O (Ethyl 8-methoxy-1,7-naphthyridin-4(1H)-one-3-carboxylate). The yield is 58.7%. Reaction SMILES: C(O[C:4]([C:6](=[CH:12][NH:13][C:14]1[C:15]([O:20][CH3:21])=[N:16][CH:17]=[CH:18][CH:19]=1)[C:7]([O:9][CH2:10][CH3:11])=[O:8])=[O:5])C>C1(OC2C=CC=CC=2)C=CC=CC=1>[CH3:21][O:20][C:15]1[N:16]=[CH:17][CH:18]=[C:19]2[C:14]=1[NH:13][CH:12]=[C:6]([C:7]([O:9][CH2:10][CH3:11])=[O:8])[C:4]2=[O:5]. Reported procedure: 28.5 g of ethyl 2-ethoxycarbonyl-3-(2-methoxypyridin-3-yl)aminoacrylate prepared in the above (A) was dissolved in 150 ml of diphenyl ether, and the resulting solution was heated to reflux for 1.5 hours and cooled to about 60° C. Petroleum ether was added to give precipitates, which were filtered to give 14.1 g (59%) of the titled compound as brown crystals. The reactants are SC1=NN=CN1CCCC (3-Mercapto-4-n-butyl-1,2,4-triazole), O=CC(Cl)(Cl)Cl (chloral). Solvent: C1=CC=CC=C1 (benzene). The product is OC(C(Cl)(Cl)Cl)SC1=NN=CN1CCCC (3-(1-hydroxy-2,2,2-trichloroethylmercapto)-4-n-butyl-1,2,4-triazole). Reaction SMILES: [SH:1][C:2]1[N:6]([CH2:7][CH2:8][CH2:9][CH3:10])[CH:5]=[N:4][N:3]=1.[O:11]=[CH:12][C:13]([Cl:16])([Cl:15])[Cl:14]>C1C=CC=CC=1>[OH:11][CH:12]([S:1][C:2]1[N:6]([CH2:7][CH2:8][CH2:9][CH3:10])[CH:5]=[N:4][N:3]=1)[C:13]([Cl:16])([Cl:15])[Cl:14]. Procedure: 3-Mercapto-4-n-butyl-1,2,4-triazole (2.0 g. or 0.127 mole) and chloral (3.68 g. or 0.0254 mole) were heated in benzene (30 ml.) until a precipitate formed (10 minutes). The mixture was cooled, the precipitate was collected, dried, and recrystallized from ether-hexane to give 3-(1-hydroxy-2,2,2-trichloroethylmercapto)-4-n-butyl-1,2,4-triazole melting at 95°-97° C. The structure was confirmed by its nuclear magnetic resonance spectrum.